This data is from the Open Reaction Database (ORD), a public repository of structured organic reaction records. The task is: describe an organic reaction: reactants, conditions, products, and yield The reactants are C1CCOC1, COCC=O, ClCCl, CC1(C)Cc2ccc(C#N)cc2C1NC(=O)c1cc2cc(N)ccc2[nH]1. Product: COCCNc1ccc2[nH]c(C(=O)NC3c4cc(C#N)ccc4CC3(C)C)cc2c1. Reaction SMILES: [CH2:32]1[O:33][CH2:34][CH2:35][CH2:36]1.[CH3:27][O:28][CH2:29][CH:30]=[O:31].[Cl:37][CH2:38][Cl:39].[NH2:1][c:2]1[cH:3][c:4]2[cH:5][c:6]([C:11](=[O:12])[NH:13][CH:14]3[C:15]([CH3:25])([CH3:26])[CH2:16][c:17]4[cH:18][cH:19][c:20]([C:23]#[N:24])[cH:21][c:22]43)[nH:7][c:8]2[cH:9][cH:10]1>>[NH:1]([c:2]1[cH:3][c:4]2[cH:5][c:6]([C:11](=[O:12])[NH:13][CH:14]3[C:15]([CH3:25])([CH3:26])[CH2:16][c:17]4[cH:18][cH:19][c:20]([C:23]#[N:24])[cH:21][c:22]43)[nH:7][c:8]2[cH:9][cH:10]1)[CH2:30][CH2:29][O:28][CH3:27].